Dataset: the Open Reaction Database (ORD), a public repository of structured organic reaction records. Task: describe an organic reaction: reactants, conditions, products, and yield Reactants: CI, CC(=O)O, COCCOC, CCOC(=O)c1cc(-n2c(=O)[nH]c3c(c2=O)CCC3)ccc1Cl, [H-], [Na+]. The product is CCOC(=O)c1cc(-n2c(=O)c3c(n(C)c2=O)CCC3)ccc1Cl. RXN SMILES: [CH3:26][I:27].[CH3:28][C:29](=[O:30])[OH:31].[CH3:32][O:33][CH2:34][CH2:35][O:36][CH3:37].[Cl:1][c:2]1[c:3]([C:4](=[O:5])[O:6][CH2:7][CH3:8])[cH:9][c:10](-[n:13]2[c:14](=[O:23])[nH:15][c:16]3[c:17]([c:18]2=[O:19])[CH2:20][CH2:21][CH2:22]3)[cH:11][cH:12]1.[H-:24].[Na+:25]>>[Cl:1][c:2]1[c:3]([C:4](=[O:5])[O:6][CH2:7][CH3:8])[cH:9][c:10](-[n:13]2[c:14](=[O:23])[n:15]([CH3:28])[c:16]3[c:17]([c:18]2=[O:19])[CH2:20][CH2:21][CH2:22]3)[cH:11][cH:12]1.